Dataset: the Open Reaction Database (ORD), a public repository of structured organic reaction records. Task: describe an organic reaction: reactants, conditions, products, and yield Reactants: Brc1cccc2nccn12, C1COCCO1, CCCC[Sn](CCCC)(CCCC)c1nc(N2CCOCC2)c2oc(CN3CC(N4CCOCC4)C3)cc2n1, c1ccc(P(c2ccccc2)(c2ccccc2)[Pd](P(c2ccccc2)(c2ccccc2)c2ccccc2)(P(c2ccccc2)(c2ccccc2)c2ccccc2)P(c2ccccc2)(c2ccccc2)c2ccccc2)cc1. Yields the product c1cc(-c2nc(N3CCOCC3)c3oc(CN4CC(N5CCOCC5)C4)cc3n2)n2ccnc2c1. As a reaction SMILES: [Br:40][c:41]1[cH:42][cH:43][cH:44][c:45]2[n:46]1[cH:47][cH:48][n:49]2.[CH2:50]1[O:51][CH2:52][CH2:53][O:54][CH2:55]1.[O:1]1[CH2:2][CH2:3][N:4]([c:7]2[c:8]3[c:9]([n:10][c:11]([Sn:13]([CH2:14][CH2:15][CH2:16][CH3:17])([CH2:18][CH2:19][CH2:20][CH3:21])[CH2:22][CH2:23][CH2:24][CH3:25])[n:12]2)[cH:26][c:27]([CH2:29][N:30]2[CH2:31][CH:32]([N:34]4[CH2:35][CH2:36][O:37][CH2:38][CH2:39]4)[CH2:33]2)[o:28]3)[CH2:5][CH2:6]1.[cH:56]1[cH:57][cH:58][c:59]([P:60]([Pd:61]([P:62]([c:63]2[cH:64][cH:65][cH:66][cH:67][cH:68]2)([c:69]2[cH:70][cH:71][cH:72][cH:73][cH:74]2)[c:75]2[cH:76][cH:77][cH:78][cH:79][cH:80]2)([P:81]([c:82]2[cH:83][cH:84][cH:85][cH:86][cH:87]2)([c:88]2[cH:89][cH:90][cH:91][cH:92][cH:93]2)[c:94]2[cH:95][cH:96][cH:97][cH:98][cH:99]2)[P:100]([c:101]2[cH:102][cH:103][cH:104][cH:105][cH:106]2)([c:107]2[cH:108][cH:109][cH:110][cH:111][cH:112]2)[c:113]2[cH:114][cH:115][cH:116][cH:117][cH:118]2)([c:119]2[cH:120][cH:121][cH:122][cH:123][cH:124]2)[c:125]2[cH:126][cH:127][cH:128][cH:129][cH:130]2)[cH:131][cH:132]1>>[O:1]1[CH2:2][CH2:3][N:4]([c:7]2[c:8]3[c:9]([n:10][c:11](-[c:41]4[cH:42][cH:43][cH:44][c:45]5[n:46]4[cH:47][cH:48][n:49]5)[n:12]2)[cH:26][c:27]([CH2:29][N:30]2[CH2:31][CH:32]([N:34]4[CH2:35][CH2:36][O:37][CH2:38][CH2:39]4)[CH2:33]2)[o:28]3)[CH2:5][CH2:6]1. The reactants are ClC=1C=C(CCl)C=CC1 (m-chlorobenzyl chloride), CS(=O)C (dimethylsulfoxide), CC(N)(C)C(=O)O (2-methylalanine), C([O-])([O-])=O.[Na+].[Na+] (sodium carbonate). The solvent is O (Water). Product: CC(N)(C)C(=O)O (2-methylalanine), hydrogen fumarate salt, C(\C=C\C(=O)O)(=O)O (fumaric acid). RXN SMILES: [CH3:1][C:2]([C:5]([OH:7])=[O:6])([CH3:4])[NH2:3].ClC1C=C(C=CC=1)CCl.CS(C)=O.[C:21](=O)([O-:23])[O-:22].[Na+].[Na+]>O>[CH3:1][C:2]([C:5]([OH:7])=[O:6])([CH3:4])[NH2:3].[C:5]([OH:7])(=[O:6])/[CH:2]=[CH:4]/[C:21]([OH:23])=[O:22] |f:3.4.5|. Procedure: A mixture of 500 mg. (5.0 mmole) of 2-methylalanine and 800 mg. (5.0 mmole) of m-chlorobenzyl chloride in 10 ml. of dimethylsulfoxide is stirred at 60° C. for 6 hours and then allowed to cool to 20°-25° C. over 12 hours. Water, 150 ml., is added followed by a saturated sodium carbonate solution until a basic pH of 8 is obtained. The product is extracted into 50 ml. of ethyl ether which is then washed with four 25 ml. portions of water, dried over anhydrous magnesium sulfate, filtered and concent... Starting materials: OC1=CC=C(C=O)C=C1 (4-hydroxybenzaldehyde), ClCCCCCCO (6-chlorohexanol), C([O-])([O-])=O.[K+].[K+] (potassium carbonate), CN(C=O)C (N,N-dimethylformamide). Solvent: O (water). Run at temperature 100 celsius. Product: OCCCCCCOC1=CC=C(C=O)C=C1 (4-(6-hydroxyhexyloxy)benzaldehyde). RXN SMILES: [OH:1][C:2]1[CH:9]=[CH:8][C:5]([CH:6]=[O:7])=[CH:4][CH:3]=1.Cl[CH2:11][CH2:12][CH2:13][CH2:14][CH2:15][CH2:16][OH:17].C(=O)([O-])[O-].[K+].[K+].CN(C)C=O>O>[OH:17][CH2:16][CH2:15][CH2:14][CH2:13][CH2:12][CH2:11][O:1][C:2]1[CH:9]=[CH:8][C:5]([CH:6]=[O:7])=[CH:4][CH:3]=1 |f:2.3.4|. Procedure: 2.44 g (0.02 mol) of 4-hydroxybenzaldehyde, 2.73 g (0.02 mol) of 6-chlorohexanol, 1.66 g (0.012 mol) of potassium carbonate and 20 ml of N,N-dimethylformamide were put in a three-neck 50 ml-flask equipped with a stirrer and a thermometer and heated at 100° C. for 2 hours with stirring. The reaction mixture was cooled to room temperature, poured into water containing ice and extracted with ethyl acetate. The resulting extract was dried with anhydrous sodium sulfate, and ethyl acetate was removed ... Procedure details: A solution of 10.0 g (62 mmol) of 3,4-dihydro-1-benzoxepin-5(2H)-one (J. Chem. Soc., Perkin Trans. 1 (1991), 2763) and 4.63 g (68 mmol) of hydroxylamine hydrochloride in 45 ml of ethanol and 45 ml of pyridine was heated under reflux for 5 h. After distilling off the solvents on a rotary evaporator, the residue was treated with water, adjusted to pH 2 with dil hydrochloric acid and stirred for 3 h. After filtering off the precipitated product with suction and drying it, 10.2 g of 3,4-dihydro-1-be... The solvent is C(C)O (ethanol), N1=CC=CC=C1 (pyridine). Run at time 3 hour. Product: O1CCCC(C2=C1C=CC=C2)=NO (3,4-dihydro-1-benzoxepin-5(2H)-one oxime). RXN SMILES: [O:1]1[C:7]2[CH:8]=[CH:9][CH:10]=[CH:11][C:6]=2[C:5](=O)[CH2:4][CH2:3][CH2:2]1.Cl.[NH2:14][OH:15]>C(O)C.N1C=CC=CC=1>[O:1]1[C:7]2[CH:8]=[CH:9][CH:10]=[CH:11][C:6]=2[C:5](=[N:14][OH:15])[CH2:4][CH2:3][CH2:2]1 |f:1.2|. Starting materials: O1CCCC(C2=C1C=CC=C2)=O (3,4-dihydro-1-benzoxepin-5(2H)-one), Cl.NO (hydroxylamine hydrochloride). Isolated yield 92.8%. The reactants are CC(C)(C)[Si](C)(C)OCCCOc1cc2ncnc(Nc3cccc(Br)c3)c2cc1[N+](=O)[O-], CCCC[N+](CCCC)(CCCC)CCCC, [Cl-], [F-], [NH4+], C1CCOC1, O, O, O. The product is O=[N+]([O-])c1cc2c(Nc3cccc(Br)c3)ncnc2cc1OCCCO. RXN SMILES: [Br:22][c:23]1[cH:24][c:25]([NH:29][c:30]2[n:31][cH:32][n:33][c:34]3[cH:35][c:36]([O:43][CH2:44][CH2:45][CH2:46][O:47][Si:48]([C:49]([CH3:50])([CH3:51])[CH3:52])([CH3:53])[CH3:54])[c:37]([N+:40](=[O:41])[O-:42])[cH:38][c:39]23)[cH:26][cH:27][cH:28]1.[CH2:5]([N+:6]([CH2:7][CH2:8][CH2:9][CH3:10])([CH2:11][CH2:12][CH2:13][CH3:14])[CH2:15][CH2:16][CH2:17][CH3:18])[CH2:19][CH2:20][CH3:21].[Cl-:55].[F-:4].[NH4+:56].[O:57]1[CH2:58][CH2:59][CH2:60][CH2:61]1.[OH2:1].[OH2:2].[OH2:3]>>[Br:22][c:23]1[cH:24][c:25]([NH:29][c:30]2[n:31][cH:32][n:33][c:34]3[cH:35][c:36]([O:43][CH2:44][CH2:45][CH2:46][OH:47])[c:37]([N+:40](=[O:41])[O-:42])[cH:38][c:39]23)[cH:26][cH:27][cH:28]1. Starting materials: C(C)(C)(C)OC(=O)N[C@@H](C(=O)O)C1=CC=C(C=C1)OCCOC1OCCCC1 ((R)-tert-butoxycarbonylamino-{4-[2-(tetrahydro-pyran-2-yloxy)-ethoxy]-phenyl}-acetic acid), C(C)(C)(C)OC(=O)N[C@@H](C(=O)O)C1=CC=C(C=C1)OCCOC1OCCCC1 ((R)-tert-butoxycarbonylamino-{4-[2-(tetrahydro-pyran-2-yloxy)-ethoxy]-phenyl}-acetic acid), BrCCOCC (1-bromo-2-ethoxyethane). Yields the product C(C)(C)(C)OC(=O)N[C@@H](C(=O)O)C1=CC=C(C=C1)OCCOCC ((R)-tert-Butoxycarbonylamino-[4-(2-ethoxy-ethoxy)-phenyl]-acetic acid). As a reaction SMILES: [C:1]([O:5][C:6]([NH:8][C@H:9]([C:13]1[CH:18]=[CH:17][C:16]([O:19][CH2:20][CH2:21][O:22][CH:23]2[CH2:28]CCCO2)=[CH:15][CH:14]=1)[C:10]([OH:12])=[O:11])=[O:7])([CH3:4])([CH3:3])[CH3:2].BrCCOCC>>[C:1]([O:5][C:6]([NH:8][C@H:9]([C:13]1[CH:14]=[CH:15][C:16]([O:19][CH2:20][CH2:21][O:22][CH2:23][CH3:28])=[CH:17][CH:18]=1)[C:10]([OH:12])=[O:11])=[O:7])([CH3:4])([CH3:3])[CH3:2]. Procedure: Prepared in a manner similar to that described in example 1 except that (i) 2-fluoro-4-iodoaniline was used in place of 4-bromoaniline in step 2, and (ii) (R)-tert-butoxycarbonylamino-[4-(2-ethoxy-ethoxy)-phenyl]-acetic acid was used in place of (R)-tert-butoxycarbonylamino-[4-methoxy-phenyl]-acetic acid in step 4. (R)-tert-Butoxycarbonylamino-[4-(2-ethoxy-ethoxy)-phenyl]-acetic acid was prepared as described in example 48 except that 1-bromo-2-ethoxyethane was used in place of 2-(2-bromo-ethoxy... The reactants are IC1=CC(N(C=C1)CCC(C(=O)NOC1OCCCC1)(S(=O)(=O)C)C)=O (4-(4-iodo-2-oxopyridin-1(2H)-yl)-2-methyl-2-(methylsulfonyl)-N-(tetrahydro-2H-pyran-2-yloxy)butanamide), 2A, CC1(OB(OC1(C)C)C1=CC=C(OCCCO)C=C1)C (3-[4-(4,4,5,5-tetramethyl-1,3,2-dioxaborolan-2-yl)phenoxy]propan-1-ol), C([O-])([O-])=O.[K+].[K+] (potassium carbonate), C(OC)COC (dimethoxyethane). The reagents and catalysts are C=1C=CC(=CC1)/C=C/C(=O)/C=C/C2=CC=CC=C2.C=1C=CC(=CC1)/C=C/C(=O)/C=C/C2=CC=CC=C2.C=1C=CC(=CC1)/C=C/C(=O)/C=C/C2=CC=CC=C2.[Pd].[Pd] (tris(dibenzylideneacetone)dipalladium(0)). Solvent: CO (methanol), C(C)(=O)OCC (ethyl acetate), O (water). Reaction conditions: temperature 80 celsius. Product: OCCCOC1=CC=C(C=C1)C1=CC(N(C=C1)CCC(C(=O)NOC1OCCCC1)(S(=O)(=O)C)C)=O (4-(4-(4-(3-hydroxypropoxy)phenyl)-2-oxopyridin-1(2H)-yl)-2-methyl-2-(methylsulfonyl)-N-(tetrahydro-2H-pyran-2-yloxy)butanamide). As a reaction SMILES: I[C:2]1[CH:7]=[CH:6][N:5]([CH2:8][CH2:9][C:10]([CH3:25])([S:21]([CH3:24])(=[O:23])=[O:22])[C:11]([NH:13][O:14][CH:15]2[CH2:20][CH2:19][CH2:18][CH2:17][O:16]2)=[O:12])[C:4](=[O:26])[CH:3]=1.CC1(C)C(C)(C)OB([C:35]2[CH:45]=[CH:44][C:38]([O:39][CH2:40][CH2:41][CH2:42][OH:43])=[CH:37][CH:36]=2)O1.C(=O)([O-])[O-].[K+].[K+].C(COC)OC>C(OCC)(=O)C.O.C1C=CC(/C=C/C(/C=C/C2C=CC=CC=2)=O)=CC=1.C1C=CC(/C=C/C(/C=C/C2C=CC=CC=2)=O)=CC=1.C1C=CC(/C=C/C(/C=C/C2C=CC=CC=2)=O)=CC=1.[Pd].[Pd].CO>[OH:43][CH2:42][CH2:41][CH2:40][O:39][C:38]1[CH:44]=[CH:45][C:35]([C:2]2[CH:7]=[CH:6][N:5]([CH2:8][CH2:9][C:10]([CH3:25])([S:21]([CH3:24])(=[O:23])=[O:22])[C:11]([NH:13][O:14][CH:15]3[CH2:20][CH2:19][CH2:18][CH2:17][O:16]3)=[O:12])[C:4](=[O:26])[CH:3]=2)=[CH:36][CH:37]=1 |f:2.3.4,8.9.10.11.12|. Reported procedure: 4-(4-iodo-2-oxopyridin-1(2H)-yl)-2-methyl-2-(methylsulfonyl)-N-(tetrahydro-2H-pyran-2-yloxy)butanamide, which may be prepared as in Preparation 2A (301 mg, 0.622 mmol), 3-[4-(4,4,5,5-tetramethyl-1,3,2-dioxaborolan-2-yl)phenoxy]propan-1-ol (212 mg, 0.762 mmol), potassium carbonate (434 mg, 3.11 mmol), and tris(dibenzylideneacetone)dipalladium(0) (56.8 mg, 0.062 mmol) were combined into a flask, placed under vacuum and opened to nitrogen. Degassed dimethoxyethane (2.0 mL) and methanol (2.0 mL) wer...